Dataset: the Open Reaction Database (ORD), a public repository of structured organic reaction records. Task: describe an organic reaction: reactants, conditions, products, and yield Starting materials: C(C)(=O)OCC (ethyl acetate), ClC1=C(C=C(C=C1)C(F)(F)F)B(O)O (2-chloro-5-trifluoromethyl-benzeneboronic acid), BrC=1N=CC(=NC1)NC(C1=C(C=CC=C1F)F)=O (N-(5-bromo-pyrazin-2-yl)-2,6-difluoro-benzamide), C([O-])([O-])=O.[K+].[K+] (potassium carbonate). The reagents and catalysts are [Pd] (palladium). Run in O1CCOCC1 (1,4-dioxane). Reaction conditions: temperature 100 celsius. The product is ClC1=C(C=C(C=C1)C(F)(F)F)C=1N=CC(=NC1)NC(C1=C(C=CC=C1F)F)=O (N-[5-(2-Chloro-5-trifluoromethyl-phenyl)-pyrazin-2-yl]-2,6-difluoro-benzamide). Reaction SMILES: [Cl:1][C:2]1[CH:7]=[CH:6][C:5]([C:8]([F:11])([F:10])[F:9])=[CH:4][C:3]=1B(O)O.Br[C:16]1[N:17]=[CH:18][C:19]([NH:22][C:23](=[O:32])[C:24]2[C:29]([F:30])=[CH:28][CH:27]=[CH:26][C:25]=2[F:31])=[N:20][CH:21]=1.C(=O)([O-])[O-].[K+].[K+].C(OCC)(=O)C>[Pd].O1CCOCC1>[Cl:1][C:2]1[CH:7]=[CH:6][C:5]([C:8]([F:11])([F:10])[F:9])=[CH:4][C:3]=1[C:16]1[N:17]=[CH:18][C:19]([NH:22][C:23](=[O:32])[C:24]2[C:29]([F:30])=[CH:28][CH:27]=[CH:26][C:25]=2[F:31])=[N:20][CH:21]=1 |f:2.3.4|. Procedure: A mixture of 2-chloro-5-trifluoromethyl-benzeneboronic acid (a, 5 mmol), N-(5-bromo-pyrazin-2-yl)-2,6-difluoro-benzamide (b, 5 mmol), palladium catalyst (0.30 mmol), potassium carbonate (1 g) in dry 1,4-dioxane (20 mL) was heated at 100° C. for 24 h. The mixture was taken up with ethyl acetate (EtOAc) (100 mL), washed with water (2×100 mL) and dried over Na2SO4. The oil obtained on concentration was purified by flash chromatography followed by recrystallization to give Compound 1 as a yellowish ... The reactants are CCO, CCC(CC)NC(=O)c1ccc(-c2scc(-c3ccccc3Cl)c2CC(=O)OC)cc1, Cl, [Na+], [OH-]. Yields the product CCC(CC)NC(=O)c1ccc(-c2scc(-c3ccccc3Cl)c2CC(=O)O)cc1. Reaction SMILES: [CH3:35][CH2:36][OH:37].[Cl:1][c:2]1[c:3](-[c:8]2[c:9]([CH2:27][C:28](=[O:29])[O:30][CH3:31])[c:10](-[c:13]3[cH:14][cH:15][c:16]([C:19](=[O:20])[NH:21][CH:22]([CH2:23][CH3:24])[CH2:25][CH3:26])[cH:17][cH:18]3)[s:11][cH:12]2)[cH:4][cH:5][cH:6][cH:7]1.[ClH:34].[Na+:33].[OH-:32]>>[Cl:1][c:2]1[c:3](-[c:8]2[c:9]([CH2:27][C:28](=[O:29])[OH:30])[c:10](-[c:13]3[cH:14][cH:15][c:16]([C:19](=[O:20])[NH:21][CH:22]([CH2:23][CH3:24])[CH2:25][CH3:26])[cH:17][cH:18]3)[s:11][cH:12]2)[cH:4][cH:5][cH:6][cH:7]1. Reactants: FC1=CC=C(C=C1)C=1C(=NC=NC1N1CCC(CC1)C=1N(C=C(N1)C1=CC(=C(C=C1)F)C(F)(F)F)C)N (5-(4-Fluoro-phenyl)-6-{4-[4-(4-fluoro-3-trifluoromethyl-phenyl)-1-methyl-1H-imidazol-2-yl]-piperidin-1-yl}-pyrimidin-4-ylamine), C(#N)C1=C(C=C(C=C1)B(O)O)F (4-cyano-3-fluorophenylboronic acid). The product is NC1=NC=NC(=C1C1=CC(=C(C#N)C=C1)F)N1CCC(CC1)C=1N(C=C(N1)C1=CC(=C(C=C1)F)C(F)(F)F)C (4-(4-Amino-6-{4-[4-(4-fluoro-3-trifluoromethyl-phenyl)-1-methyl-1H-imidazol-2-yl]-piperidin-1-yl}-pyrimidin-5-yl)-2-fluoro-benzonitrile). RXN SMILES: FC1C=CC([C:8]2[C:9]([NH2:37])=[N:10][CH:11]=[N:12][C:13]=2[N:14]2[CH2:19][CH2:18][CH:17]([C:20]3[N:21]([CH3:36])[CH:22]=[C:23]([C:25]4[CH:30]=[CH:29][C:28]([F:31])=[C:27]([C:32]([F:35])([F:34])[F:33])[CH:26]=4)[N:24]=3)[CH2:16][CH2:15]2)=CC=1.[C:38]([C:40]1[CH:45]=[CH:44][C:43](B(O)O)=[CH:42][C:41]=1[F:49])#[N:39]>>[NH2:37][C:9]1[C:8]([C:43]2[CH:44]=[CH:45][C:40]([C:38]#[N:39])=[C:41]([F:49])[CH:42]=2)=[C:13]([N:14]2[CH2:19][CH2:18][CH:17]([C:20]3[N:21]([CH3:36])[CH:22]=[C:23]([C:25]4[CH:30]=[CH:29][C:28]([F:31])=[C:27]([C:32]([F:34])([F:33])[F:35])[CH:26]=4)[N:24]=3)[CH2:16][CH2:15]2)[N:12]=[CH:11][N:10]=1. Procedure: The title compound was prepared in an analogous manner as 5-(4-Fluoro-phenyl)-6-{4-[4-(4-fluoro-3-trifluoromethyl-phenyl)-1-methyl-1H-imidazol-2-yl]-piperidin-1-yl}-pyrimidin-4-ylamine using 4-cyano-3-fluorophenylboronic acid instead of 4-fluorophenylboronic acid. LC-MS: (M+1=540, obsd.=540). The reactants are solution, [Cl-].[Na+] (sodium chloride), CN(CCN(C)C)C (tetramethylethylenediamine), ClC1=CC=CC(=N1)C=O (6-chloropyridine-2-carbaldehyde), CI (methyl iodide), solution, C(CCC)[Li] (n-butyllithium), CN(CCNC)C (N,N,N'-trimethylethylenediamine). The solvent is CCCCCC (hexane), O1CCCC1 (tetrahydrofuran), CCCCCC (hexane), O1CCCC1 (tetrahydrofuran). Run at temperature -60 celsius, time 15 minute. The product is CC=1C(=NC(=CC1)N(C)C)C=O (3-methyl-6-dimethylaminopyridine-2-carbaldehyde). Reaction SMILES: [CH2:1]([Li])[CH2:2][CH2:3][CH3:4].[CH3:6][N:7](C)[CH2:8]CNC.Cl[C:14]1[N:19]=[C:18]([CH:20]=[O:21])C=CC=1.CN(C)CCN(C)C.CI.[Cl-].[Na+]>CCCCCC.O1CCCC1>[CH3:4][C:3]1[C:18]([CH:20]=[O:21])=[N:19][C:14]([N:7]([CH3:8])[CH3:6])=[CH:1][CH:2]=1 |f:5.6|. Procedure details: 2.65 ml of a 1.6 M solution of n-butyllithium in hexane are introduced into a solution of 0.53 ml of N,N,N'-trimethylethylenediamine (4.24 mmol) and 10 ml of tetrahydrofuran cooled to -60° C. The solution is stirred for 15 minutes at -40° C. and then it is cooled to -70° C. and a solution of 0.50 g of 6-chloropyridine-2-carbaldehyde (3.53 mmol) and 4 ml of tetrahydrofuran is introduced dropwise. The orange-colored solution is stirred for 30 minutes at -70° C. and then 1.28 ml of tetramethylethyl... The reactants are FC=1C=C(C=C(C1SC)F)C=1C(=NOC1C)C1=CC=CC=C1 (4-[3,5-difluoro-4-(methylthio)phenyl]-5-methyl-3-phenylisoxazole), O (water), O.O.O.O.O.O.C(C=1C(C(=O)[O-])=CC=CC1)(=O)O[O-].[Mg+2] (magnesium monoperoxyphthalate hexahydrate). The solvent is ClCCl (dichloromethane), CO (methanol). Run at time 90 minute. The product is FC=1C=C(C=C(C1S(=O)C)F)C=1C(=NOC1C)C1=CC=CC=C1 (4-[3,5-difluoro-4-(methylsulfinyl)phenyl]-5-methyl-3-phenylisoxazole). Reaction SMILES: [F:1][C:2]1[CH:3]=[C:4]([C:11]2[C:12]([C:17]3[CH:22]=[CH:21][CH:20]=[CH:19][CH:18]=3)=[N:13][O:14][C:15]=2[CH3:16])[CH:5]=[C:6]([F:10])[C:7]=1[S:8][CH3:9].O.O.O.O.O.O.C(O[O-])(=O)C1C(=CC=CC=1)C([O-])=[O:33].[Mg+2].O>ClCCl.CO>[F:10][C:6]1[CH:5]=[C:4]([C:11]2[C:12]([C:17]3[CH:22]=[CH:21][CH:20]=[CH:19][CH:18]=3)=[N:13][O:14][C:15]=2[CH3:16])[CH:3]=[C:2]([F:1])[C:7]=1[S:8]([CH3:9])=[O:33] |f:1.2.3.4.5.6.7.8|. Reported procedure: To a solution of 4-[3,5-difluoro-4-(methylthio)phenyl]-5-methyl-3-phenylisoxazole in dichloromethane (75 mL) and methanol (15 mL) cooled in an ice bath was added magnesium monoperoxyphthalate hexahydrate (4.4 g 80%, 7.1 mmol) in portions over 5 minutes. The reaction mixture was stirred for 90 minutes, then poured into water and extracted with dichloromethane (1×250 mL, 1×75 mL). The combined extracts were washed with dilute ammonium chloride, dried with magnesium sulfate, and concentrated. Purif...